This data is from the Open Reaction Database (ORD), a public repository of structured organic reaction records. The task is: describe an organic reaction: reactants, conditions, products, and yield Starting materials: [Ag+], CC(=O)[O-], CC(=O)O, O=C1c2ccc(Cl)cc2C(=O)N1c1ccc([N+](=O)[O-])cc1CI. Yields the product CC(=O)OCc1cc([N+](=O)[O-])ccc1N1C(=O)c2ccc(Cl)cc2C1=O. RXN SMILES: [Ag+:32].[C:28]([O-:29])(=[O:30])[CH3:31].[CH3:24][C:25]([OH:26])=[O:27].[N+:1](=[O:2])([O-:3])[c:4]1[cH:5][c:6]([CH2:22][I:23])[c:7]([N:10]2[C:11](=[O:21])[c:12]3[c:13]([cH:16][c:17]([Cl:20])[cH:18][cH:19]3)[C:14]2=[O:15])[cH:8][cH:9]1>>[N+:1](=[O:2])([O-:3])[c:4]1[cH:5][c:6]([CH2:22][O:27][C:25]([CH3:24])=[O:26])[c:7]([N:10]2[C:11](=[O:21])[c:12]3[c:13]([cH:16][c:17]([Cl:20])[cH:18][cH:19]3)[C:14]2=[O:15])[cH:8][cH:9]1. Reactants: Brc1ccc2c(c1)c1cc(Br)ccc1n2CC1CO1, Brc1ccc2[nH]c3ccc(Br)cc3c2c1, [H-], [Na+], CN(C)C=O. The product is OC(Cn1c2ccc(Br)cc2c2cc(Br)ccc21)Cn1c2ccc(Br)cc2c2cc(Br)ccc21. RXN SMILES: [Br:18][c:19]1[cH:20][cH:21][c:22]2[n:23]([CH2:33][CH:34]3[O:35][CH2:36]3)[c:24]3[cH:25][cH:26][c:27]([Br:32])[cH:28][c:29]3[c:30]2[cH:31]1.[Br:1][c:2]1[cH:3][cH:4][c:5]2[nH:6][c:7]3[cH:8][cH:9][c:10]([Br:15])[cH:11][c:12]3[c:13]2[cH:14]1.[H-:17].[Na+:16].[O:37]=[CH:38][N:39]([CH3:40])[CH3:41]>>[Br:1][c:2]1[cH:3][cH:4][c:5]2[n:6]([CH2:36][CH:34]([CH2:33][n:23]3[c:22]4[cH:21][cH:20][c:19]([Br:18])[cH:31][c:30]4[c:29]4[c:24]3[cH:25][cH:26][c:27]([Br:32])[cH:28]4)[OH:35])[c:7]3[cH:8][cH:9][c:10]([Br:15])[cH:11][c:12]3[c:13]2[cH:14]1. Starting materials: BrC=1C=C(C(=O)O)C=CC1C (3-bromo-4-methylbenzoic acid), C(C(=O)Cl)(=O)Cl (oxalyl chloride), [Al+3].[Cl-].[Cl-].[Cl-] (AlCl3), C1(=CC=CC=C1)OCC (phenetole). The solvent is C(Cl)Cl (CH2Cl2), CN(C)C=O (DMF). Conditions: temperature -5 celsius, time 8 hour. Product: BrC=1C=C(C=CC1C)C(=O)C1=CC=C(C=C1)OCC ((3-bromo-4-methylphenyl)(4-ethoxyphenyl)methanone). Isolated yield 74.7%. As a reaction SMILES: [Br:1][C:2]1[CH:3]=[C:4]([CH:8]=[CH:9][C:10]=1[CH3:11])[C:5]([OH:7])=O.C(Cl)(=O)C(Cl)=O.[C:18]1([O:24][CH2:25][CH3:26])[CH:23]=[CH:22][CH:21]=[CH:20][CH:19]=1.[Al+3].[Cl-].[Cl-].[Cl-]>C(Cl)Cl.CN(C=O)C>[Br:1][C:2]1[CH:3]=[C:4]([C:5]([C:21]2[CH:22]=[CH:23][C:18]([O:24][CH2:25][CH3:26])=[CH:19][CH:20]=2)=[O:7])[CH:8]=[CH:9][C:10]=1[CH3:11] |f:3.4.5.6|. Procedure: To a stirred solution of 3-bromo-4-methylbenzoic acid (1.2 g, 4.74 mmol) and oxalyl chloride (0.7 mL, 8.16 mmol) in 8 mL of CH2Cl2 was added 50 μL of DMF. The reaction mixture was stirred overnight prior to removal of the volatiles under reduced pressure using a rotary evaporator. The crude 3-bromo-4-methylbenzoyl chloride was dissolved in 10 mL of CH2Cl2 and then cooled to −5° C. prior to adding phenetole (0.63 mL, 5.0 mmol). AlCl3 (0.945 g, 7.1 mmol) was added via a solid addition funnel over ... Reactants: COCC(C)O (1-methoxy-2-propanol), C(CCCCCCC)C1=CC=C(C=C1)C1=CC=C(C(=O)Cl)C=C1 (p-(p-n-octylphenyl)-benzoic acid chloride), C1(=CC=CC=C1)C (toluene). Run in N1=CC=CC=C1 (pyridine). The product is COCC(C)OC(C1=CC=C(C=C1)C1=CC=C(C=C1)CCCCCCCC)=O (1-methoxy-2-[p-(p-n-octylphenyl)-benzoyloxy]-propane). RXN SMILES: [CH3:1][O:2][CH2:3][CH:4]([OH:6])[CH3:5].[CH2:7]([C:15]1[CH:20]=[CH:19][C:18]([C:21]2[CH:29]=[CH:28][C:24]([C:25](Cl)=[O:26])=[CH:23][CH:22]=2)=[CH:17][CH:16]=1)[CH2:8][CH2:9][CH2:10][CH2:11][CH2:12][CH2:13][CH3:14].C1(C)C=CC=CC=1>N1C=CC=CC=1>[CH3:1][O:2][CH2:3][CH:4]([O:6][C:25](=[O:26])[C:24]1[CH:23]=[CH:22][C:21]([C:18]2[CH:19]=[CH:20][C:15]([CH2:7][CH2:8][CH2:9][CH2:10][CH2:11][CH2:12][CH2:13][CH3:14])=[CH:16][CH:17]=2)=[CH:29][CH:28]=1)[CH3:5]. Reported procedure: 0.8 g of 1-methoxy-2-propanol, 3.2 g of p-(p-n-octylphenyl)-benzoic acid chloride 20 ml of toluene and 2.1 ml of pyridine are boiled under reflux for 6 hours. The pyridinium chloride is filtered off hot with suction and the filtrate is worked up in the customary manner. Optically active 1-methoxy-2-[p-(p-n-octylphenyl)-benzoyloxy]-propane is obtained Starting materials: C1(CCCCC1)C=1C=2C=CC(=CC2N2CC(COC3=C(C21)C=CC=C3)NCCN(C)C)C(=O)OC (methyl 14-cyclohexyl-7-{[2-(dimethylamino)ethyl]amino}-7,8-dihydro-6H-indolo[1,2-e][1,5]benzoxazocine-11-carboxylate), C=O (formaldehyde), C(C)(=O)O (acetic acid), C(#N)[BH3-].[Na+] (sodium cyanoborohydride), [OH-].[Na+] (NaOH). Solvent: C(Cl)Cl (DCM), CCOC(=O)C (EtOAc). Run at time 5 minute. Product: C1(CCCCC1)C=1C=2C=CC(=CC2N2CC(COC3=C(C21)C=CC=C3)N(C)CCN(C)C)C(=O)OC (methyl 14-cyclohexyl-7-[[2-(dimethylamino)ethyl](methyl)amino]-7,8-dihydro-6H-indolo[1,2-e][1,5]benzoxazocine-11-carboxylate). As a reaction SMILES: [CH:1]1([C:7]2[C:8]3[CH:9]=[CH:10][C:11]([C:32]([O:34][CH3:35])=[O:33])=[CH:12][C:13]=3[N:14]3[C:21]=2[C:20]2[CH:22]=[CH:23][CH:24]=[CH:25][C:19]=2[O:18][CH2:17][CH:16]([NH:26][CH2:27][CH2:28][N:29]([CH3:31])[CH3:30])[CH2:15]3)[CH2:6][CH2:5][CH2:4][CH2:3][CH2:2]1.C=O.[C:38](O)(=O)C.C([BH3-])#N.[Na+].[OH-].[Na+]>C(Cl)Cl.CCOC(C)=O>[CH:1]1([C:7]2[C:8]3[CH:9]=[CH:10][C:11]([C:32]([O:34][CH3:35])=[O:33])=[CH:12][C:13]=3[N:14]3[C:21]=2[C:20]2[CH:22]=[CH:23][CH:24]=[CH:25][C:19]=2[O:18][CH2:17][CH:16]([N:26]([CH2:27][CH2:28][N:29]([CH3:31])[CH3:30])[CH3:38])[CH2:15]3)[CH2:2][CH2:3][CH2:4][CH2:5][CH2:6]1 |f:3.4,5.6|. Reported procedure: To a solution of methyl 14-cyclohexyl-7-{[2-(dimethylamino)ethyl]amino}-7,8-dihydro-6H-indolo[1,2-e][1,5]benzoxazocine-11-carboxylate (prepared as described in Example 9, Step 5) in DCM (0.1 M), was added formaldehyde (3.0 eq) and acetic acid (5.5 eq), followed by sodium cyanoborohydride (3 eq). NaOH (20 eq, 1 N) was added after 2 h, and after stirring for 5 min the mixture was taken into EtOAc and washed with water and brine. Drying over sodium sulfate and concentration in vacuo gave the crude ... Reactants: C(Cl)(Cl)Cl (chloroform), FC1=C(C(=O)N)C(=CC=C1)F (2,6-Difluorobenzamide), [B-](F)(F)(F)F.CC[O+](CC)CC (triethyloxonium fluoborate). Run in C(Cl)Cl (methylene chloride), C(Cl)Cl (methylene chloride). Run at time 24 hour. The product is FC1=C(C(OCC)=N)C(=CC=C1)F (ethyl 2,6-difluorobenzimidate). As a reaction SMILES: [F:1][C:2]1[CH:10]=[CH:9][CH:8]=[C:7]([F:11])[C:3]=1[C:4]([NH2:6])=[O:5].[B-](F)(F)(F)F.[CH3:17][CH2:18][O+](CC)CC.C(Cl)(Cl)Cl>C(Cl)Cl>[F:1][C:2]1[CH:10]=[CH:9][CH:8]=[C:7]([F:11])[C:3]=1[C:4](=[NH:6])[O:5][CH2:17][CH3:18] |f:1.2|. Procedure details: 2,6-Difluorobenzamide (1.56 g) in methylene chloride was added to triethyloxonium fluoborate (1.9 g) in methylene chloride and the mixture stirred for 24 hours. The solution was then washed three times with cold sodium carbonate solution and dried over sodium sulphate. The methylene chloride solution was evaporated to yield an oil. This was mixed with chloroform and the solution filtered from insoluble material. Evaporation of the chloroform gave the ethyl 2,6-difluorobenzimidate as a mobile oil... The reactants are FC1=C(C=CC=C1F)C(C)(CC=O)N[S@](=O)C(C)(C)C ((R)-N-(2-(2,3-difluorophenyl)-4-oxobutan-2-yl)-2-methylpropane-2-sulfinamide), [F-].C(CCC)[N+](CCCC)(CCCC)CCCC (tetrabutylammonium fluoride), solution, FC(F)(F)[Si](C)(C)C ((trifluoromethyl)trimethylsilane). Run in C1CCOC1 (THF), C1CCOC1 (THF). Run at time 20 minute. Yields the product FC1=C(C=CC=C1F)C(C)(C[C@@H](C(F)(F)F)O)N[S@](=O)C(C)(C)C ((R)-N-((4S)-2-(2,3-difluorophenyl)-5,5,5-trifluoro-4-hydroxypentan-2-yl)-2-methylpropane-2-sulfinamide). RXN SMILES: [F:1][C:2]1[C:7]([F:8])=[CH:6][CH:5]=[CH:4][C:3]=1[C:9]([NH:14][S@@:15]([C:17]([CH3:20])([CH3:19])[CH3:18])=[O:16])([CH2:11][CH:12]=[O:13])[CH3:10].[F:21][C:22]([Si](C)(C)C)([F:24])[F:23].[F-].C([N+](CCCC)(CCCC)CCCC)CCC>C1COCC1>[F:1][C:2]1[C:7]([F:8])=[CH:6][CH:5]=[CH:4][C:3]=1[C:9]([NH:14][S@@:15]([C:17]([CH3:20])([CH3:19])[CH3:18])=[O:16])([CH2:11][C@H:12]([OH:13])[C:22]([F:24])([F:23])[F:21])[CH3:10] |f:2.3|. Procedure: To a cooled (−78° C.) solution of (R)-N-(2-(2,3-difluorophenyl)-4-oxobutan-2-yl)-2-methylpropane-2-sulfinamide (13.5 g, 44.5 mmol) in THF (300 mL) was added (trifluoromethyl)trimethylsilane (70.7 mL, 445 mmol) via syringe in 5 min (internal temperature was up to −55° C.). After stirring for 20 min, tetrabutylammonium fluoride, 1.0M solution in THF (66.8 mL, 66.8 mmol) was added dropwise via additional funnel (internal temperature −78 to −50° C. during addition). Addition was completed in 20 min....